From a dataset of the Open Reaction Database (ORD), a public repository of structured organic reaction records. describe an organic reaction: reactants, conditions, products, and yield The reactants are ClC1=CC(=C(C=C1)[C@H]1C2=C(N[C@@H]([C@@H](S1)CC(=O)OCC)C)N(N=C2C)C)C (rac-ethyl 2-((4S,6S,7R)-4-(4-chloro-2-methylphenyl)-1,3,7-trimethyl-4,6,7,8-tetrahydro-1H-pyrazolo[3,4-e][1,4]thiazepin-6-yl)acetate), CC(C)C[AlH]CC(C)C (DIBAL-H), [H-].[H-].[H-].[H-].[Li+].[Al+3] (LAH), [C@@H]([C@H](C(=O)[O-])O)(C(=O)[O-])O.[Na+].[K+] (Rochelle's salt). Solvent: C1CCOC1 (THF), CCOC(=O)C (EtOAc). Reaction conditions: time 4 hour. The product is ClC1=CC(=C(C=C1)[C@H]1C2=C(N[C@@H]([C@@H](S1)CCO)C)N(N=C2C)C)C (rac-2-((4S,6S,7R)-4-(4-chloro-2-methylphenyl)-1,3,7-trimethyl-4,6,7,8-tetrahydro-1H-pyrazolo[3,4-e][1,4]thiazepin-6-yl)ethanol). Yield: 24.7%. As a reaction SMILES: [Cl:1][C:2]1[CH:7]=[CH:6][C:5]([C@@H:8]2[S:14][C@@H:13]([CH2:15][C:16](OCC)=[O:17])[C@@H:12]([CH3:21])[NH:11][C:10]3[N:22]([CH3:26])[N:23]=[C:24]([CH3:25])[C:9]2=3)=[C:4]([CH3:27])[CH:3]=1.CC(C[AlH]CC(C)C)C.[C@H](O)(C([O-])=O)[C@@H](O)C([O-])=O.[Na+].[K+].[H-].[H-].[H-].[H-].[Li+].[Al+3]>C1COCC1.CCOC(C)=O>[Cl:1][C:2]1[CH:7]=[CH:6][C:5]([C@@H:8]2[S:14][C@@H:13]([CH2:15][CH2:16][OH:17])[C@@H:12]([CH3:21])[NH:11][C:10]3[N:22]([CH3:26])[N:23]=[C:24]([CH3:25])[C:9]2=3)=[C:4]([CH3:27])[CH:3]=1 |f:2.3.4,5.6.7.8.9.10|. Reported procedure: To a solution of rac-ethyl 2-((4S,6S,7R)-4-(4-chloro-2-methylphenyl)-1,3,7-trimethyl-4,6,7,8-tetrahydro-1H-pyrazolo[3,4-e][1,4]thiazepin-6-yl)acetate (0.39 g, 0.97 mmol) in THF (9 mL) at about 0° C. was added DIBAL-H (2.6 mL, 2.6 mmol). After about 30 min the reaction mixture was warmed to ambient temperature and stirred for about 4 h. To the reaction mixture was added EtOAc (10 mL) and 10% aqueous Rochelle's salt (15 mL) and stirred for about 16 h. The layers were separated and the aqueous laye... Reactants: [Al+3], ClCCl, [Cl-], [Cl-], [Cl-], COc1ccc(NC(=O)CCl)c(OC)c1. Product: COc1ccc(NC(=O)CCl)c(O)c1. Reaction SMILES: [Al+3:19].[CH2:20]([Cl:21])[Cl:22].[Cl-:16].[Cl-:17].[Cl-:18].[Cl:1][CH2:2][C:3](=[O:4])[NH:5][c:6]1[c:7]([O:14][CH3:15])[cH:8][c:9]([O:12][CH3:13])[cH:10][cH:11]1>>[Cl:1][CH2:2][C:3](=[O:4])[NH:5][c:6]1[c:7]([OH:14])[cH:8][c:9]([O:12][CH3:13])[cH:10][cH:11]1. Reactants: CC1=NN(C(=C1)C)C1=NC(=C2N=CNC2=N1)NC1=CC=CC=C1 ([2-(3,5-Dimethyl-pyrazol-1-yl)-9H-purin-6-yl]-phenyl-amine), BrCCOC (2-bromoethylmethylether), C([O-])([O-])=O.[K+].[K+] (potassium carbonate), C(C)#N (acetonitrile). Reaction conditions: temperature 120 celsius. Run in O (Water). The product is CC1=NN(C(=C1)C)C1=NC(=C2N=CN(C2=N1)CCOC)NC1=CC=CC=C1 ([2-(3,5-dimethyl-pyrazol-1-yl)-9-(2-methoxy-ethyl)-9H-purin-6-yl]-phenyl-amine). Yield: 8.4%. As a reaction SMILES: [CH3:1][C:2]1[CH:6]=[C:5]([CH3:7])[N:4]([C:8]2[N:16]=[C:15]3[C:11]([N:12]=[CH:13][NH:14]3)=[C:10]([NH:17][C:18]3[CH:23]=[CH:22][CH:21]=[CH:20][CH:19]=3)[N:9]=2)[N:3]=1.Br[CH2:25][CH2:26][O:27][CH3:28].C(=O)([O-])[O-].[K+].[K+].C(#N)C>O>[CH3:1][C:2]1[CH:6]=[C:5]([CH3:7])[N:4]([C:8]2[N:16]=[C:15]3[C:11]([N:12]=[CH:13][N:14]3[CH2:25][CH2:26][O:27][CH3:28])=[C:10]([NH:17][C:18]3[CH:23]=[CH:22][CH:21]=[CH:20][CH:19]=3)[N:9]=2)[N:3]=1 |f:2.3.4|. Reported procedure: [2-(3,5-Dimethyl-pyrazol-1-yl)-9H-purin-6-yl]-phenyl-amine (300 mg, 0.88 mmol), 2-bromoethylmethylether (0.12 mL, 1.32 mmol), potassium carbonate (121 mg, 0.88 mmol) and acetonitrile were mixed and heated in a microwave oven at 120° C. for 40 min. Water was added resulting in a white precipitate. The crude product was purified by preparative LCMS to give [2-(3,5-dimethyl-pyrazol-1-yl)-9-(2-methoxy-ethyl)-9H-purin-6-yl]-phenyl-amine (27 mg, 9%) as a white crystalline compound. Starting materials: COC(=O)c1ccc(C(=O)N2c3ccccc3C(N(C(C)=O)c3ccc(Cl)cc3)CC2C)s1, O=C([O-])[O-], CO, [K+], [K+], O. The product is CC(=O)N(c1ccc(Cl)cc1)C1CC(C)N(C(=O)c2ccc(C(=O)O)s2)c2ccccc21. As a reaction SMILES: [C:1]([CH3:2])(=[O:3])[N:4]([CH:5]1[CH2:6][CH:7]([CH3:26])[N:8]([C:15](=[O:16])[c:17]2[cH:18][cH:19][c:20]([C:22](=[O:23])[O:24][CH3:25])[s:21]2)[c:9]2[cH:10][cH:11][cH:12][cH:13][c:14]21)[c:27]1[cH:28][cH:29][c:30]([Cl:33])[cH:31][cH:32]1.[C:34](=[O:35])([O-:36])[O-:37].[CH3:40][OH:41].[K+:38].[K+:39].[OH2:42]>>[C:1]([CH3:2])(=[O:3])[N:4]([CH:5]1[CH2:6][CH:7]([CH3:26])[N:8]([C:15](=[O:16])[c:17]2[cH:18][cH:19][c:20]([C:22](=[O:23])[OH:24])[s:21]2)[c:9]2[cH:10][cH:11][cH:12][cH:13][c:14]21)[c:27]1[cH:28][cH:29][c:30]([Cl:33])[cH:31][cH:32]1. The reactants are C(C1=CC=CC=C1)OC(C(CC(C)C)Br)=O (benzyl-(RS)-α-bromo-isocaproate), C(C1=CC=NC=C1)(=O)O (isonicotinic acid), CN(C=O)C (dimethylformamide). Solvent: C(C)N(CC)CC (triethylamine). Conditions: time 5 hour. Yields the product C(C1=CC=CC=C1)OC(C(CC(C)C)OC(C1=CC=NC=C1)=O)=O (Benzyl-(RS)-2-(isonicotinoyloxy)-isocaproate). As a reaction SMILES: [CH2:1]([O:8][C:9](=[O:16])[CH:10](Br)[CH2:11][CH:12]([CH3:14])[CH3:13])[C:2]1[CH:7]=[CH:6][CH:5]=[CH:4][CH:3]=1.[C:17]([OH:25])(=[O:24])[C:18]1[CH:23]=[CH:22][N:21]=[CH:20][CH:19]=1.CN(C)C=O>C(N(CC)CC)C>[CH2:1]([O:8][C:9](=[O:16])[CH:10]([O:25][C:17](=[O:24])[C:18]1[CH:23]=[CH:22][N:21]=[CH:20][CH:19]=1)[CH2:11][CH:12]([CH3:14])[CH3:13])[C:2]1[CH:7]=[CH:6][CH:5]=[CH:4][CH:3]=1. Procedure: A total of 29.5 g of benzyl-(RS)-α-bromo-isocaproate was added dropwise at 60° with stirring over a period of 15 minutes to a solution of 12.8 g of isonicotinic acid in a mixture of 60 ml. of dimethylformamide and 14.8 ml of triethylamine. The reaction mixture was stirred for 5 hours at 90°. The triethylamine hydrobromide was then filtered off by suction and the filtrate evaporated under reduced pressure at 60°. The residue was dissolved in 100 ml of ethyl acetate and filtered and the filtrate w... Reactants: CC[O-], CN(C)C=O, O=[N+]([O-])c1cccc(O)c1, [Na+], O, Cc1ccc(S(=O)(=O)OCCOC2CCCCC2)cc1. The product is O=[N+]([O-])c1cccc(OCCOC2CCCCC2)c1. RXN SMILES: [CH3:2][CH2:3][O-:4].[CH3:35][N:36]([CH3:37])[CH:38]=[O:39].[N+:5](=[O:6])([O-:7])[c:8]1[cH:9][c:10]([OH:14])[cH:11][cH:12][cH:13]1.[Na+:1].[OH2:40].[c:15]1([CH3:16])[cH:17][cH:18][c:19]([S:20]([O:21][CH2:25][CH2:26][O:27][CH:28]2[CH2:29][CH2:30][CH2:31][CH2:32][CH2:33]2)(=[O:22])=[O:23])[cH:24][cH:34]1>>[N+:5](=[O:6])([O-:7])[c:8]1[cH:9][c:10]([O:14][CH2:25][CH2:26][O:27][CH:28]2[CH2:29][CH2:30][CH2:31][CH2:32][CH2:33]2)[cH:11][cH:12][cH:13]1. The reactants are OC1=C(C=C(C(=O)OC)C=C1)OC (methyl 4-hydroxy-3-methoxybenzoate), BrCCCBr (1,3-dibromopropane), C([O-])([O-])=O.[K+].[K+] (potassium carbonate). The solvent is C(C)#N (acetonitrile). Conditions: temperature 82.5 celsius, time 8 hour. The product is BrCCCOC1=C(C=C(C(=O)OC)C=C1)OC (methyl 4-(3-bromopropoxy)-3-methoxybenzoate). Yield: 90.7%. As a reaction SMILES: [OH:1][C:2]1[CH:11]=[CH:10][C:5]([C:6]([O:8][CH3:9])=[O:7])=[CH:4][C:3]=1[O:12][CH3:13].[Br:14][CH2:15][CH2:16][CH2:17]Br.C(=O)([O-])[O-].[K+].[K+]>C(#N)C>[Br:14][CH2:15][CH2:16][CH2:17][O:1][C:2]1[CH:11]=[CH:10][C:5]([C:6]([O:8][CH3:9])=[O:7])=[CH:4][C:3]=1[O:12][CH3:13] |f:2.3.4|. Reported procedure: In a 100 mL volume glass flask equipped with a stirrer, a thermometer, a dropping funnel and a reflux condenser were placed 10.2 g (54.9 mmol) of methyl 4-hydroxy-3-methoxybenzoate (purity: 98 wt. %), 12.5 g (60.4 mmol) of 1,3-dibromopropane (purity: 99 wt. %), 8.5 g (60.4 mmol) of potassium carbonate (purity: 98 wt. %), and 30 mL of acetonitrile. The resulting mixture was refluxed under stirring at 80-85° C. in an argon gas atmosphere for 8 hours. After the reaction was complete, the reaction m...